From a dataset of the Open Reaction Database (ORD), a public repository of structured organic reaction records. describe an organic reaction: reactants, conditions, products, and yield Starting materials: C1(=CC=CC=C1)N(N)C1=NC(=NC(=C1)Cl)Cl (N-phenyl-N-(2,6-dichloropyrimidin-4-yl)hydrazine), CC(=O)CCC(=O)O (laevulinic acid), Cl (hydrogen chloride). The solvent is O (water). The product is ClC1=NC(=CC(=N1)N1C(=C(C2=CC=CC=C12)CC(=O)O)C)Cl (1-(2,6-dichloropyrimidin-4-yl)-2-methylindol-3-ylacetic acid). Reaction SMILES: [C:1]1([N:7]([C:9]2[CH:14]=[C:13]([Cl:15])[N:12]=[C:11]([Cl:16])[N:10]=2)N)[CH:6]=[CH:5][CH:4]=[CH:3][CH:2]=1.[CH3:17][C:18]([CH2:20][CH2:21][C:22]([OH:24])=[O:23])=O.Cl>O>[Cl:16][C:11]1[N:10]=[C:9]([N:7]2[C:1]3[C:6](=[CH:5][CH:4]=[CH:3][CH:2]=3)[C:20]([CH2:21][C:22]([OH:24])=[O:23])=[C:18]2[CH3:17])[CH:14]=[C:13]([Cl:15])[N:12]=1. Reported procedure: A mixture of N-phenyl-N-(2,6-dichloropyrimidin-4-yl)hydrazine (30g.) and laevulinic acid (50g.) was heated at 100° C. for 3 hours whilst a stream of hydrogen chloride gas was passed through it. The mixture was cooled and added to water (400ml.), and the resulting mixture filtered to give 1-(2,6-dichloropyrimidin-4-yl)-2-methylindol-3-ylacetic acid, m.p. 205°-207° C. Reactants: C(C1=CC=CC=C1)(C1=CC=CC=C1)OC1CCNCC1 (4-benzhydryloxypiperidine), C(C)(C)(C)OC(=O)N1C(=CC=C1C=O)C(=O)OC (methyl N-tert-butoxycarbonyl-5-formylpyrrole-2-carboxylate), C(C)(=O)O[BH-](OC(C)=O)OC(C)=O.[Na+] (sodium triacetoxyborohydride). Run in ClCCl (dichloromethane). Reaction conditions: temperature 0 celsius, time 5 minute. Product: COC(=O)C=1N(C(=CC1)CN1CCC(CC1)OC(C1=CC=CC=C1)C1=CC=CC=C1)C(=O)OC(C)(C)C (5-(4-Benzhydryloxypiperidin-1-ylmethyl)pyrrole-1,2-dicarboxylic acid 1-tert-butyl ester 2-methyl ester). RXN SMILES: [CH:1]([O:14][CH:15]1[CH2:20][CH2:19][NH:18][CH2:17][CH2:16]1)([C:8]1[CH:13]=[CH:12][CH:11]=[CH:10][CH:9]=1)[C:2]1[CH:7]=[CH:6][CH:5]=[CH:4][CH:3]=1.[C:21]([O:25][C:26]([N:28]1[C:32]([CH:33]=O)=[CH:31][CH:30]=[C:29]1[C:35]([O:37][CH3:38])=[O:36])=[O:27])([CH3:24])([CH3:23])[CH3:22].C(O[BH-](OC(=O)C)OC(=O)C)(=O)C.[Na+]>ClCCl>[CH3:38][O:37][C:35]([C:29]1[N:28]([C:26]([O:25][C:21]([CH3:24])([CH3:23])[CH3:22])=[O:27])[C:32]([CH2:33][N:18]2[CH2:19][CH2:20][CH:15]([O:14][CH:1]([C:8]3[CH:13]=[CH:12][CH:11]=[CH:10][CH:9]=3)[C:2]3[CH:3]=[CH:4][CH:5]=[CH:6][CH:7]=3)[CH2:16][CH2:17]2)=[CH:31][CH:30]=1)=[O:36] |f:2.3|. Procedure: Into a 100-mL three-neck flask, 1.1 g (4.0 mmol) of 4-benzhydryloxypiperidine synthesized in Production Example 1, 1.0 g (4.0 mmol) of methyl N-tert-butoxycarbonyl-5-formylpyrrole-2-carboxylate, and 20 mL of dichloromethane were fed under an argon atmosphere, and the internal temperature was cooled to 0° C. Thereinto, 1.3 g (6.1 mmol, 1.5 eq.) of sodium triacetoxyborohydride was added at an internal temperature of not higher than −5° C., and the mixture was stirred for 5 minutes at the same temp... Reactants: C(=O)(OC(C)(C)C)N[C@@H](CO)C(=O)O (N-Boc-L-Serine), [N+](=[N-])=C (diazomethane). The solvent is CCOCC (ether). Product: COC([C@@H](NC(=O)OC(C)(C)C)CO)=O (N-Boc-L-Serine Methyl Ester). The yield is 90.0%. As a reaction SMILES: [C:1]([NH:8][C@H:9]([C:12]([OH:14])=[O:13])[CH2:10][OH:11])([O:3][C:4]([CH3:7])([CH3:6])[CH3:5])=[O:2].[N+](=[CH2:17])=[N-]>CCOCC>[CH3:17][O:13][C:12](=[O:14])[C@H:9]([CH2:10][OH:11])[NH:8][C:1]([O:3][C:4]([CH3:7])([CH3:6])[CH3:5])=[O:2]. Reported procedure: A solution of the acid (23) in ether (200 ml) at room temperature was treated with ethereal diazomethane until the yellow colour just persisted and tlc showed there to be no starting material present. The volatiles were then removed in vacuo leaving the product (24) as a light orange oil (17.89 g, 90%). Reactants: O=C1C(=CC(=C2N1N=CC1=CC=CC=C21)C(=O)OC)C2=CC=CC=C2 (methyl 4-oxo-3-phenyl-4H-pyrido[2,1-a]phthalazine-1-carboxylate), [OH-].[K+] (potassium hydroxide), Cl (hydrochloric acid). The solvent is C(C)O (ethanol), O (water), O (water). Yields the product O=C1C(=CC(=C2N1N=CC1=CC=CC=C21)C(=O)O)C2=CC=CC=C2 (4-oxo-3-phenyl-4H-pyrido[2,1-a]phthalazine-1-carboxylic acid). Reaction SMILES: [O:1]=[C:2]1[N:7]2[N:8]=[CH:9][C:10]3[C:15]([C:6]2=[C:5]([C:16]([O:18]C)=[O:17])[CH:4]=[C:3]1[C:20]1[CH:25]=[CH:24][CH:23]=[CH:22][CH:21]=1)=[CH:14][CH:13]=[CH:12][CH:11]=3.[OH-].[K+].Cl>C(O)C.O>[O:1]=[C:2]1[N:7]2[N:8]=[CH:9][C:10]3[C:15]([C:6]2=[C:5]([C:16]([OH:18])=[O:17])[CH:4]=[C:3]1[C:20]1[CH:25]=[CH:24][CH:23]=[CH:22][CH:21]=1)=[CH:14][CH:13]=[CH:12][CH:11]=3 |f:1.2|. Reported procedure: 11 g of methyl 4-oxo-3-phenyl-4H-pyrido[2,1-a]phthalazine-1-carboxylate are taken up in 300 ml of ethanol under argon, whereupon a solution of 3.7 g of potassium hydroxide in 30 ml of water is added thereto and the mixture is heated under reflux until the reaction has finished. The reaction mixture is then cooled to room temperature and poured into 2200 ml of water. The mixture is adjusted to pH 7 by adding 1N aqueous hydrochloric acid and impurities are removed by two-fold extraction with 300 m... Reactants: ClC1=CN=CC(=N1)N[C@@H](CCC)C=1C=NC=CC1 (6-chloro-N-[(1S)-1-pyridin-3-ylbutyl]pyrazin-2-amine), 4-{[(ethylamino)carbonyl]amino}-3-methoxyphenylboronic acid pinacol diester, C(C)(=O)OCC (ethyl acetate), C([O-])([O-])=O.[Na+].[Na+] (sodium carbonate). Reagents/catalysts: C=1C=CC(=CC1)[P](C=2C=CC=CC2)(C=3C=CC=CC3)[Pd]([P](C=4C=CC=CC4)(C=5C=CC=CC5)C=6C=CC=CC6)([P](C=7C=CC=CC7)(C=8C=CC=CC8)C=9C=CC=CC9)[P](C=1C=CC=CC1)(C=1C=CC=CC1)C=1C=CC=CC1 (tetrakis(triphenylphosphine)palladium(0)). Run in C(CC)O.C1(=CC=CC=C1)C (toluene-n-propanol). Reaction conditions: temperature 100 celsius. Yields the product COC1=C(C=CC(=C1)C1=NC(=CN=C1)N[C@@H](CCC)C=1C=NC=CC1)NC(=O)NCC (N-[2-Methoxy-4-(6-{[(1S)-1-pyridin-3-ylbutyl]amino}pyrazin-2-yl)phenyl]-N′-ethylurea). As a reaction SMILES: Cl[C:2]1[N:7]=[C:6]([NH:8][C@H:9]([C:13]2[CH:14]=[N:15][CH:16]=[CH:17][CH:18]=2)[CH2:10][CH2:11][CH3:12])[CH:5]=[N:4][CH:3]=1.[C:19](=[O:22])([O-])[O-].[Na+].[Na+].[C:25]([O:28][CH2:29][CH3:30])(=O)C>C(O)CC.C1(C)C=CC=CC=1.C1C=CC([P]([Pd]([P](C2C=CC=CC=2)(C2C=CC=CC=2)C2C=CC=CC=2)([P](C2C=CC=CC=2)(C2C=CC=CC=2)C2C=CC=CC=2)[P](C2C=CC=CC=2)(C2C=CC=CC=2)C2C=CC=CC=2)(C2C=CC=CC=2)C2C=CC=CC=2)=CC=1>[CH3:25][O:28][C:29]1[CH:30]=[C:12]([C:2]2[CH:3]=[N:4][CH:5]=[C:6]([NH:8][C@H:9]([C:13]3[CH:14]=[N:15][CH:16]=[CH:17][CH:18]=3)[CH2:10][CH2:11][CH3:12])[N:7]=2)[CH:11]=[CH:10][C:9]=1[NH:8][C:19]([NH:4][CH2:3][CH3:2])=[O:22] |f:1.2.3,5.6,^1:45,47,66,85|. Procedure details: Under a nitrogen atmosphere a mixture of 6-chloro-N-[(1S)-1-pyridin-3-ylbutyl]pyrazin-2-amine (53 g, 0.2 mmol), 4-{[(ethylamino)carbonyl]amino}-3-methoxyphenylboronic acid pinacol diester (69 mg, 0.23 mmol), tetrakis(triphenylphosphine)palladium(0) (23 mg, 0.02 mmol) in toluene-n-propanol (2.6 mL, 3:1) was treated with 2M aqueous sodium carbonate solution (0.15 mL, 0.3 mmol). The resulting mixture was stirred vigorously whilst being heated at 100° C. for 22 hours. Once cool ethyl acetate (10 mL)... The reactants are C(C)C1C(NC2=CC=CC=C12)=O (3-ethyloxindole), C(C)(=O)[O-].[Na+] (sodium acetate), BrBr (bromine). Solvent: O (water), C(C)(=O)O (acetic acid). Product: BrC=1C=C2C(C(NC2=CC1)=O)CC (5-Bromo-3-ethyloxindole). As a reaction SMILES: [CH2:1]([CH:3]1[C:11]2[C:6](=[CH:7][CH:8]=[CH:9][CH:10]=2)[NH:5][C:4]1=[O:12])[CH3:2].C([O-])(=O)C.[Na+].[Br:18]Br>C(O)(=O)C.O>[Br:18][C:9]1[CH:10]=[C:11]2[C:6](=[CH:7][CH:8]=1)[NH:5][C:4](=[O:12])[CH:3]2[CH2:1][CH3:2] |f:1.2|. Procedure: A solution of 3-ethyloxindole (6.0 g, 40 mmol) and sodium acetate (4 g, 48 mmol) in acetic acid (100 ml) was treated with bromine (6.4 g, 40 mmol). After 30 min. the mixture was diluted with water and extracted with EtOAc (2×); the combined organic layers were washed with water, sat. sodium hydrogen carbonate solution, and brine, dried (MgSO4) and evaporated to afford the crude product (9.2 g, 96%). A sample was recrystallized from EtOAc/hexane to obtain the subtitled compound, m.p. 130–132° C.;... The reactants are FC(COC1=CC=C(C=N1)C(=O)O)(F)F (6-(2,2,2-trifluoroethoxy)pyridine-3-carboxylic acid), C(C)OC1=CC(=C(N)C=C1)[N+](=O)[O-] (4-ethoxy-2-nitroaniline). Yields the product FC(COC1=CC=C(C=N1)C(=O)NC1=C(C=C(C=C1)OCC)[N+](=O)[O-])(F)F (6-(2,2,2-Triflouroethoxy)-N-(4ethoxy-2-nitrophenyl)-3-pyridinecarboxamide). As a reaction SMILES: [F:1][C:2]([F:15])([F:14])[CH2:3][O:4][C:5]1[N:10]=[CH:9][C:8]([C:11]([OH:13])=O)=[CH:7][CH:6]=1.[CH2:16]([O:18][C:19]1[CH:25]=[CH:24][C:22]([NH2:23])=[C:21]([N+:26]([O-:28])=[O:27])[CH:20]=1)[CH3:17]>>[F:14][C:2]([F:1])([F:15])[CH2:3][O:4][C:5]1[N:10]=[CH:9][C:8]([C:11]([NH:23][C:22]2[CH:24]=[CH:25][C:19]([O:18][CH2:16][CH3:17])=[CH:20][C:21]=2[N+:26]([O-:28])=[O:27])=[O:13])=[CH:7][CH:6]=1. Reported procedure: The title compound was prepared from 6-(2,2,2-trifluoroethoxy)pyridine-3-carboxylic acid and 4-ethoxy-2-nitroaniline as a yellow solid as described in Example 15. 1H NMR (CDCl3): 11.05 (s, 1H), 8.84-8.80 (m, 2H), 8.25-8.21 (m, 1H), 7.73 (d, J=3.0, 1H), 7.32-7.28 (m, 1H), 7.01 (d, J=8.7, 1H), 4.86 (q, J=8.4, 2H), 4.11 (q, J=6.9, 2H), 1.46 (t, J=6.9, 3H).